Dataset: the Open Reaction Database (ORD), a public repository of structured organic reaction records. Task: describe an organic reaction: reactants, conditions, products, and yield Reaction SMILES: [CH2:17]([CH3:18])[NH:19][c:20]1[cH:21][cH:22][cH:23][cH:24][cH:25]1.[CH3:26][CH2:27][OH:28].[CH3:2][c:3]1[n+:4](-[c:11]2[cH:12][cH:13][cH:14][cH:15][cH:16]2)[c:5]([CH3:10])[cH:6][c:7]([Cl:9])[cH:8]1.[Cl-:1]>>[CH3:2][c:3]1[n+:4](-[c:11]2[cH:12][cH:13][cH:14][cH:15][cH:16]2)[c:5]([CH3:10])[cH:6][c:7]([N:19]([CH2:17][CH3:18])[c:20]2[cH:21][cH:22][cH:23][cH:24][cH:25]2)[cH:8]1.[Cl-:9]. Yields the product CCN(c1ccccc1)c1cc(C)[n+](-c2ccccc2)c(C)c1, [Cl-]. Reactants: CCNc1ccccc1, CCO, Cc1cc(Cl)cc(C)[n+]1-c1ccccc1, [Cl-]. The reactants are C#Cc1ccc(C)cc1, CCNCC, O=C1Nc2ncccc2C12Cc1cc3ccc(Cl)nc3cc1C2, CN(C)C=O, Cl[Pd]Cl, c1ccc(P(c2ccccc2)c2ccccc2)cc1, c1ccc(P(c2ccccc2)c2ccccc2)cc1. Yields the product Cc1ccc(C#Cc2ccc3cc4c(cc3n2)CC2(C4)C(=O)Nc3ncccc32)cc1. As a reaction SMILES: [C:24](#[CH:25])[c:26]1[cH:27][cH:28][c:29]([CH3:32])[cH:30][cH:31]1.[CH2:33]([NH:34][CH2:35][CH3:36])[CH3:37].[Cl:1][c:2]1[n:3][c:4]2[cH:5][c:6]3[c:7]([cH:8][c:9]2[cH:10][cH:11]1)[CH2:12][C:13]1([CH2:14]3)[C:15](=[O:23])[NH:16][c:17]2[n:18][cH:19][cH:20][cH:21][c:22]21.[O:38]=[CH:39][N:40]([CH3:41])[CH3:42].[Pd:43]([Cl:44])[Cl:45].[c:46]1([P:47]([c:48]2[cH:49][cH:50][cH:51][cH:52][cH:53]2)[c:54]2[cH:55][cH:56][cH:57][cH:58][cH:59]2)[cH:60][cH:61][cH:62][cH:63][cH:64]1.[c:65]1([P:66]([c:67]2[cH:68][cH:69][cH:70][cH:71][cH:72]2)[c:73]2[cH:74][cH:75][cH:76][cH:77][cH:78]2)[cH:79][cH:80][cH:81][cH:82][cH:83]1>>[c:2]1([C:25]#[C:24][c:26]2[cH:27][cH:28][c:29]([CH3:32])[cH:30][cH:31]2)[n:3][c:4]2[cH:5][c:6]3[c:7]([cH:8][c:9]2[cH:10][cH:11]1)[CH2:12][C:13]1([CH2:14]3)[C:15](=[O:23])[NH:16][c:17]2[n:18][cH:19][cH:20][cH:21][c:22]21. Starting materials: COC(=O)C=1C=C(C(=O)O)C=C(C1)[N+](=O)[O-] (3-methoxycarbonyl-5-nitrobenzoic acid), O=S(Cl)Cl (SOCl2), CN(C)C=O (DMF). Conditions: time 5 minute. Product: COC(C1=CC(=CC(=C1)[N+](=O)[O-])C(N)=O)=O (methyl-3-carbamoyl-5-nitrobenzoate). Yield: 85.0%. RXN SMILES: [CH3:1][O:2][C:3]([C:5]1[CH:6]=[C:7]([CH:11]=[C:12]([N+:14]([O-:16])=[O:15])[CH:13]=1)[C:8](O)=[O:9])=[O:4].O=S(Cl)Cl.C[N:22](C=O)C>>[CH3:1][O:2][C:3](=[O:4])[C:5]1[CH:13]=[C:12]([N+:14]([O-:16])=[O:15])[CH:11]=[C:7]([C:8](=[O:9])[NH2:22])[CH:6]=1. Reported procedure: A mixture of 3-methoxycarbonyl-5-nitrobenzoic acid (44 mmol), SOCl2 (40 mL) and DMF (1 mL) was heated to reflux for 2 hours. Then the excessive SOCl2 was removed under reduced pressure. The residue was dissolved in DCM (80 mL), and added with NH3.H2O (15 mL) dropwise after cooling by ice-water. After addition, it was continued to stir 5 min. The resulting mixture was filtrated to give methyl-3-carbamoyl-5-nitrobenzoate in 85% yield. Starting materials: COCCOC, C[O-], CO, CCOC(C)=O, Cc1ccccc1-n1c(Cl)nn(C)c1=O, [Na+]. Product: COc1nn(C)c(=O)n1-c1ccccc1C. Reaction SMILES: [CH2:21]([CH2:22][O:23][CH3:24])[O:25][CH3:26].[CH3:16][O-:17].[CH3:19][OH:20].[CH3:27][CH2:28][O:29][C:30](=[O:31])[CH3:32].[Cl:1][c:2]1[n:3](-[c:9]2[c:10]([CH3:15])[cH:11][cH:12][cH:13][cH:14]2)[c:4](=[O:8])[n:5]([CH3:7])[n:6]1.[Na+:18]>>[c:2]1([O:17][CH3:16])[n:3](-[c:9]2[c:10]([CH3:15])[cH:11][cH:12][cH:13][cH:14]2)[c:4](=[O:8])[n:5]([CH3:7])[n:6]1. Starting materials: C(CCC)C=1N(C(=CN1)C=O)CC1=C(C=CC=C1)Cl (2-n-butyl-1-(2-chlorophenyl)methyl-1H-imidazol-5-carboxaldehyde), [Br-].C(=O)(O)CCCC[P+](C1=CC=CC=C1)(C1=CC=CC=C1)C1=CC=CC=C1 ((4-carboxybutyl)triphenyl-phosphonium bromide), C(CCC)[Li] (n-butyl lithium), CCCCCC (hexane), Example 6 ( iii ). The solvent is O (Water), O1CCCC1 (tetrahydrofuran), O1CCCC1 (tetrahydrofuran). Conditions: temperature 0 celsius, time 15 minute. The product is C(CCC)C=1N(C(=CN1)CC=CCCC(=O)O)CC1=C(C=CC=C1)Cl (6-[2-n-butyl-1-{(2-chlorophenyl)methyl}-1H-imidazol-5-yl]-4-hexenoic acid). Isolated yield 36.7%. RXN SMILES: [Br-].[C:2]([CH2:5][CH2:6][CH2:7][CH2:8][P+](C1C=CC=CC=1)(C1C=CC=CC=1)C1C=CC=CC=1)([OH:4])=[O:3].C([Li])CCC.CCCCCC.[CH2:39]([C:43]1[N:44]([CH2:50][C:51]2[CH:56]=[CH:55][CH:54]=[CH:53][C:52]=2[Cl:57])[C:45]([CH:48]=O)=[CH:46][N:47]=1)[CH2:40][CH2:41][CH3:42]>O1CCCC1.O>[CH2:39]([C:43]1[N:44]([CH2:50][C:51]2[CH:56]=[CH:55][CH:54]=[CH:53][C:52]=2[Cl:57])[C:45]([CH2:48][CH:8]=[CH:7][CH2:6][CH2:5][C:2]([OH:4])=[O:3])=[CH:46][N:47]=1)[CH2:40][CH2:41][CH3:42] |f:0.1|. Reported procedure: To a suspension of (4-carboxybutyl)triphenyl-phosphonium bromide (1.04 g, 2.35 mmol) in dry tetrahydrofuran (25 mL) at 0° C. under argon was added n-butyl lithium in hexane (1.8 mL of 2.5M, 4.6 mmol). The reaction mixture was stirred for 15 minutes at 0° C. and then a solution of 2-n-butyl-1-(2-chlorophenyl)methyl-1H-imidazol-5-carboxaldehyde [Example 6 (iii)] (0.5 g, 1.81 mmol) in tetrahydrofuran (25 mL) was added dropwise. The mixture was stirred an additional hour at 0° C. and then at ambient...